This data is from the Open Reaction Database (ORD), a public repository of structured organic reaction records. The task is: describe an organic reaction: reactants, conditions, products, and yield Reactants: ClC=1C(=NC=NC1Cl)N (5,6-dichloropyrimidin-4-amine), C1N(CCC12CNCC2)C(=O)OC(C)(C)C (tert-butyl 2,7-diazaspiro[4.4]nonane-2-carboxylate), O(C1=CC=CC=C1)C1=CC=C(C=C1)B(O)O ((4-phenoxyphenyl)boronic acid), C(C=C)(=O)Cl (acryloyl chloride). Yields the product NC1=C(C(=NC=N1)N1CC2(CCN(C2)C(C=C)=O)CC1)C1=CC=C(C=C1)OC1=CC=CC=C1 (1-(7-(6-amino-5-(4-phenoxyphenyl)pyrimidin-4-yl)-2,7-diazaspiro[4.4]nonan-2-yl)prop-2-en-1-one). As a reaction SMILES: Cl[C:2]1[C:3]([NH2:9])=[N:4][CH:5]=[N:6][C:7]=1Cl.[CH2:10]1[C:14]2([CH2:18][CH2:17][NH:16][CH2:15]2)[CH2:13][CH2:12][N:11]1[C:19]([O:21]C(C)(C)C)=O.[O:26]([C:33]1[CH:38]=[CH:37][C:36](B(O)O)=[CH:35][CH:34]=1)[C:27]1[CH:32]=[CH:31][CH:30]=[CH:29][CH:28]=1.[C:42](Cl)(=O)[CH:43]=C>>[NH2:9][C:3]1[N:4]=[CH:5][N:6]=[C:7]([N:16]2[CH2:17][CH2:18][C:14]3([CH2:10][N:11]([C:19](=[O:21])[CH:42]=[CH2:43])[CH2:12][CH2:13]3)[CH2:15]2)[C:2]=1[C:30]1[CH:31]=[CH:32][C:27]([O:26][C:33]2[CH:38]=[CH:37][CH:36]=[CH:35][CH:34]=2)=[CH:28][CH:29]=1. Reported procedure: 1-(7-(6-amino-5-(4-phenoxyphenyl)pyrimidin-4-yl)-2,7-diazaspiro[4.4]nonan-2-yl)prop-2-en-1-one was prepared from 5,6-dichloropyrimidin-4-amine, tert-butyl 2,7-diazaspiro[4.4]nonane-2-carboxylate, (4-phenoxyphenyl)boronic acid, and acryloyl chloride in four steps according to general scheme 2, using methods I, C, D and G. MS: m/z=442 [M+H]+. 1H-NMR (400 MHz, DMSO-d6) δ 8.33 (s, 1H), 7.43 (t, 2H), 7.35 (d, 2H), 7.18 (m, 3H), 7.10 (d, 2H), 6.97 (bs, 2H), 6.54 (ddd, 1H), 6.11 (d, 1H), 5.71-5.60 (m, ... Reactants: C1(=CC=CC=C1)C12C(O1)C1(CCCCC1)CS(C1=C2C=CC=C1)(=O)=O (8b-Phenyl-1a,2,3,8b-tetrahydrospiro(benzothiepino[4,5-b]oxirene-2,1′-cyclohexane)-4,4-dioxide), C(C)O (ethanol), [H][H] (hydrogen). The reagents and catalysts are [Pd] (Pd/C). The solvent is C(Cl)Cl (methylene chloride). The product is O[C@H]1[C@@H](C2=C(S(CC13CCCCC3)(=O)=O)C=CC=C2)C2=CC=CC=C2 (trans-4-Hydroxy-5-phenyl-2,3,4,5-tetrahydro spiro(benzothiepine-3,1′-cyclohexane)-1,1-dioxide). Isolated yield 40.1%. As a reaction SMILES: [C:1]1([C:7]23[C:19]4[CH:20]=[CH:21][CH:22]=[CH:23][C:18]=4[S:17](=[O:25])(=[O:24])[CH2:16][C:10]4([CH2:15][CH2:14][CH2:13][CH2:12][CH2:11]4)[CH:8]2[O:9]3)[CH:6]=[CH:5][CH:4]=[CH:3][CH:2]=1.C(O)C.[H][H]>[Pd].C(Cl)Cl>[OH:9][C@@H:8]1[C:10]2([CH2:11][CH2:12][CH2:13][CH2:14][CH2:15]2)[CH2:16][S:17](=[O:25])(=[O:24])[C:18]2[CH:23]=[CH:22][CH:21]=[CH:20][C:19]=2[C@H:7]1[C:1]1[CH:6]=[CH:5][CH:4]=[CH:3][CH:2]=1. Procedure: A mixture of 0.5 g (1.4 mmoles) of 58, 20 ml of ethanol, 10 ml of methylene chloride and 0.4 g of 10% Pd/C catalyst was hydrogenated with 70 psi hydrogen for 3 h at room temperature. The crude reaction slurry was filtered through Celite and evaporated to dryness. The residue was purified by HPLC (10% EtOAc-Hexane, 25% EtOAc-Hexane). The first fraction was 300 mg (60%) as a white solid, mp 99-100° C. Proton NMR showed this was a trans isomer. The second fraction gave 200 mg of solid which was imp... The reactants are COC1=NC=CC=N1 (2-methoxypyrimidine), F[B-](F)(F)F.C[O+](C)C (trimethyloxonium tetrafluoroborate). The solvent is C(Cl)Cl (CH2Cl2). The product is F[B-](F)(F)F.C[N+]1=C(N=CC=C1)OC (1-methyl-2-methoxypyrimidinium tetrafluoroborate). RXN SMILES: [CH3:1][O:2][C:3]1[N:8]=[CH:7][CH:6]=[CH:5][N:4]=1.[F:9][B-:10]([F:13])([F:12])[F:11].[CH3:14][O+](C)C>C(Cl)Cl>[F:9][B-:10]([F:13])([F:12])[F:11].[CH3:14][N+:4]1[CH:5]=[CH:6][CH:7]=[N:8][C:3]=1[O:2][CH3:1] |f:1.2,4.5|. Reported procedure: Starting material prepared by reaction of 2-methoxypyrimidine with trimethyloxonium tetrafluoroborate in CH2Cl2 at ambient temperature for 4 hours to give 1-methyl-2-methoxypyrimidinium tetrafluoroborate. Starting materials: ice water, N1=CC=CC=C1 (pyridine), P(Br)(Br)Br (phosphorus tribromide), CC(=CCC=1C=C(CO)C=CC1)C (3-(3-methyl-2-butenyl)benzyl alcohol). Solvent: C(C)OCC (ethyl ether), C(C)OCC (ethyl ether). Conditions: time 1 hour. Product: CC(=CCC=1C=C(CBr)C=CC1)C (3-(3-methyl-2-butenyl)benzyl bromide). Yield: 61.8%. RXN SMILES: [CH3:1][C:2]([CH3:13])=[CH:3][CH2:4][C:5]1[CH:6]=[C:7]([CH:10]=[CH:11][CH:12]=1)[CH2:8]O.N1C=CC=CC=1.P(Br)(Br)[Br:21]>C(OCC)C>[CH3:1][C:2]([CH3:13])=[CH:3][CH2:4][C:5]1[CH:6]=[C:7]([CH:10]=[CH:11][CH:12]=1)[CH2:8][Br:21]. Procedure: 130 mg of the resulting alcohol compound was dissolved in 20 ml of ethyl ether, and 2 ml of pyridine and 270 mg of phosphorus tribromide were added. The mixture was stirred for 1 hour under ice cooling. The reaction mixture was poured into ice water, and ethyl ether was added. The mixture was worked up in a customary manner to give 109 mg (yield 62%) of the captioned compound as a pale yellow oil. Starting materials: CHCl3 light petroleum, C(C)C=1C(=C(C=CC1CCC(=O)O)C(C(=O)[O-])(C(=O)[O-])C)CC (Diethyl-4-(2-carboxyethyl)methylphenylmalonate), [OH-].[K+] (KOH), CCO (EtOH), CCO (EtOH). Yields the product C(=O)(O)CCC1=CC=C(C=C1)C(C(=O)OCC)C (Ethyl 4-(2-carboxyethyl)-α-methylphenylacetate). RXN SMILES: C([C:3]1[C:4](CC)=[C:5]([C:14]([CH3:21])([C:18]([O-:20])=[O:19])C([O-])=O)[CH:6]=[CH:7][C:8]=1[CH2:9][CH2:10][C:11]([OH:13])=[O:12])C.[OH-].[K+].[CH3:26][CH2:27]O>>[C:11]([CH2:10][CH2:9][C:8]1[CH:3]=[CH:4][C:5]([CH:14]([CH3:21])[C:18]([O:20][CH2:26][CH3:27])=[O:19])=[CH:6][CH:7]=1)([OH:13])=[O:12] |f:1.2|. Procedure: The tricarboxylic ester of Example 6 (35 g, 0.1 mol) in EtOH (400 ml) was stirred at room temperature with a solution of KOH (13.2 g of 85%, 0.2 mol) in EtOH (100 ml) for 96 hours. The mixture was evaporated to dryness. The solid foam was broken up, treated with Et2O (200 ml) and filtered. The residue was dissolved in H2O (100 ml), acidified with 5 N HCl to give an oil which was extracted with Et2O. The Et2O was dried (Na2SO4) filtered and evaporated to give an oily solid. The solid was shaken w... The reactants are ClC=1C(=NC=NC1Cl)N (5,6-dichloropyrimidin-4-amine), CNCC1CCN(CC1)C(=O)OC(C)(C)C (tert-butyl 4-((methylamino)methyl)piperidine-1-carboxylate), O(C1=CC=CC=C1)C1=CC=C(C=C1)B(O)O ((4-phenoxyphenyl)boronic acid), C(C=C)(=O)Cl (acryloyl chloride). The product is NC1=C(C(=NC=N1)N(C)CC1CCN(CC1)C(C=C)=O)C1=CC=C(C=C1)OC1=CC=CC=C1 (1-(4-(((6-amino-5-(4-phenoxyphenyl)pyrimidin-4-yl)(methyl)amino)methyl)piperidin-1-yl)prop-2-en-1-one). Procedure details: 1-(4-(((6-amino-5-(4-phenoxyphenyl)pyrimidin-4-yl)(methyl)amino)methyl)piperidin-1-yl)prop-2-en-1-one was prepared from 5,6-dichloropyrimidin-4-amine, tert-butyl 4-((methylamino)methyl)piperidine-1-carboxylate, (4-phenoxyphenyl)boronic acid, and acryloyl chloride using methods B, C, D, and F. HPLC purity: 100%. MS: m/z=444 [M+H]+. 1H-NMR (DMSO-d6) δ 8.32 (s, 1H), 7.45 (t, 2H), 7.33 (d, 2H), 7.20 (t, 1H), 7.12 (t, 4H), 6.95 (broad s, 1.5H), 6.77 (dd, 1H), 6.07 (d, 1H), 5.65 (d, 1H), 4.38 (d, 1H),... Reaction SMILES: Cl[C:2]1[C:3]([NH2:9])=[N:4][CH:5]=[N:6][C:7]=1Cl.[CH3:10][NH:11][CH2:12][CH:13]1[CH2:18][CH2:17][N:16]([C:19]([O:21]C(C)(C)C)=O)[CH2:15][CH2:14]1.[O:26]([C:33]1[CH:38]=[CH:37][C:36](B(O)O)=[CH:35][CH:34]=1)[C:27]1[CH:32]=[CH:31][CH:30]=[CH:29][CH:28]=1.[C:42](Cl)(=O)[CH:43]=C>>[NH2:9][C:3]1[N:4]=[CH:5][N:6]=[C:7]([N:11]([CH2:12][CH:13]2[CH2:14][CH2:15][N:16]([C:19](=[O:21])[CH:42]=[CH2:43])[CH2:17][CH2:18]2)[CH3:10])[C:2]=1[C:30]1[CH:31]=[CH:32][C:27]([O:26][C:33]2[CH:38]=[CH:37][CH:36]=[CH:35][CH:34]=2)=[CH:28][CH:29]=1. Starting materials: CC1CN(c2csc3cc(C#N)ccc23)CCN1, CS(=O)(=O)OCCC1OCCc2cc(Br)ccc21. Product: CC1CN(c2csc3cc(C#N)ccc23)CCN1CCC1OCCc2cc(Br)ccc21. As a reaction SMILES: [C:19](#[N:20])[c:21]1[cH:22][c:23]2[c:24]([c:25]([N:28]3[CH2:29][CH:30]([CH3:34])[NH:31][CH2:32][CH2:33]3)[cH:26][s:27]2)[cH:35][cH:36]1.[CH3:1][S:2]([O:3][CH2:6][CH2:7][CH:8]1[O:9][CH2:10][CH2:11][c:12]2[c:13]1[cH:14][cH:15][c:16]([Br:18])[cH:17]2)(=[O:4])=[O:5]>>[CH2:6]([CH2:7][CH:8]1[O:9][CH2:10][CH2:11][c:12]2[c:13]1[cH:14][cH:15][c:16]([Br:18])[cH:17]2)[N:31]1[CH:30]([CH3:34])[CH2:29][N:28]([c:25]2[c:24]3[c:23]([cH:22][c:21]([C:19]#[N:20])[cH:36][cH:35]3)[s:27][cH:26]2)[CH2:33][CH2:32]1. Reactants: O=c1[nH]c2c(cnn2-c2ccccc2)cc1Br, O=C([O-])[O-], Cn1ncnc1CCl, Cl, [Cs+], [Cs+], CN(C)C=O. Yields the product Cn1ncnc1COc1nc2c(cnn2-c2ccccc2)cc1Br. Reaction SMILES: [Br:1][c:2]1[cH:3][c:4]2[c:5]([nH:6][c:7]1=[O:8])[n:9](-[c:12]1[cH:13][cH:14][cH:15][cH:16][cH:17]1)[n:10][cH:11]2.[C:18](=[O:19])([O-:20])[O-:21].[Cl:25][CH2:26][c:27]1[n:28]([CH3:32])[n:29][cH:30][n:31]1.[ClH:24].[Cs+:22].[Cs+:23].[O:33]=[CH:34][N:35]([CH3:36])[CH3:37]>>[Br:1][c:2]1[cH:3][c:4]2[c:5]([n:6][c:7]1[O:8][CH2:26][c:27]1[n:28]([CH3:32])[n:29][cH:30][n:31]1)[n:9](-[c:12]1[cH:13][cH:14][cH:15][cH:16][cH:17]1)[n:10][cH:11]2. Reactants: C(C1=CC=CC=C1)OC1=C(C=CC(=C1)CCC(F)(F)F)N1CC(N(S1(=O)=O)CC[Si](C)(C)C)=O (5-[2-benzyloxy-4-(3,3,3-trifluoropropyl)-phenyl]-1,1-dioxo-2-(2-trimethylsilanylethyl)-1,2,5-thiadiazolidin-3-one). Reagents/catalysts: [OH-].[OH-].[Pd+2] (Pd(OH)2). Yields the product OC1=C(C=CC(=C1)CCC(F)(F)F)N1CC(NS1(=O)=O)=O (5-[2-Hydroxy-4-(3,3,3-trifluoropropyl)-phenyl]-1,1-dioxo-1,2,5-thiadiazolidin-3-one). RXN SMILES: C([O:8][C:9]1[CH:14]=[C:13]([CH2:15][CH2:16][C:17]([F:20])([F:19])[F:18])[CH:12]=[CH:11][C:10]=1[N:21]1[S:25](=[O:27])(=[O:26])[N:24](CC[Si](C)(C)C)[C:23](=[O:34])[CH2:22]1)C1C=CC=CC=1>[OH-].[OH-].[Pd+2]>[OH:8][C:9]1[CH:14]=[C:13]([CH2:15][CH2:16][C:17]([F:20])([F:18])[F:19])[CH:12]=[CH:11][C:10]=1[N:21]1[S:25](=[O:27])(=[O:26])[NH:24][C:23](=[O:34])[CH2:22]1 |f:1.2.3|. Procedure: The title compound is prepared from 5-[2-benzyloxy-4-(3,3,3-trifluoropropyl)-phenyl]-1,1-dioxo-2-(2-trimethylsilanylethyl)-1,2,5-thiadiazolidin-3-one analogous to Example 292, steps B and C with the modification that Pd(OH)2 is used as the catalyst in the reduction step: (M−1)−=323. Yields the product Cc1cc(F)ccc1C1C(OC(C)c2cc(C(F)(F)F)cc(C(F)(F)F)c2)OCC2CNCC21. As a reaction SMILES: [CH2:1]([c:2]1[cH:3][cH:4][cH:5][cH:6][cH:7]1)[N:8]1[CH2:9][CH:10]2[CH:11]([CH2:12]1)[CH:13]([c:34]1[c:35]([CH3:41])[cH:36][c:37]([F:40])[cH:38][cH:39]1)[CH:14]([O:17][CH:18]([CH3:19])[c:20]1[cH:21][c:22]([C:30]([F:31])([F:32])[F:33])[cH:23][c:24]([C:26]([F:27])([F:28])[F:29])[cH:25]1)[O:15][CH2:16]2.[CH3:44][CH2:45][OH:46].[H:42][H:43]>>[NH:8]1[CH2:9][CH:10]2[CH:11]([CH2:12]1)[CH:13]([c:34]1[c:35]([CH3:41])[cH:36][c:37]([F:40])[cH:38][cH:39]1)[CH:14]([O:17][CH:18]([CH3:19])[c:20]1[cH:21][c:22]([C:30]([F:31])([F:32])[F:33])[cH:23][c:24]([C:26]([F:27])([F:28])[F:29])[cH:25]1)[O:15][CH2:16]2. The reactants are Cc1cc(F)ccc1C1C(OC(C)c2cc(C(F)(F)F)cc(C(F)(F)F)c2)OCC2CN(Cc3ccccc3)CC21, CCO, [H][H].